Dataset: the Open Reaction Database (ORD), a public repository of structured organic reaction records. Task: describe an organic reaction: reactants, conditions, products, and yield The reactants are BrC1=CC(=C(C=C1)NC(CC(=O)OCC)=O)C (ethyl 3-[(4-bromo-2-methylphenyl)amino]-3-oxopropanoate), C([O-])([O-])=O.[K+].[K+] (potassium carbonate), BrCCBr (1,2-dibromethane), [OH-].[K+] (Potassium hydroxide), ethyl, Cl (HCl). Solvent: CN(C=O)C (dimethylformamide), O (water). Conditions: time 23 hour. The product is BrC1=CC(=C(C=C1)NC(=O)C1(CC1)C(=O)O)C (1-(4-bromo-2-methylpheylaminocarbonyl)cyclopropanecarboxylic acid). Yield: 80.0%. RXN SMILES: [Br:1][C:2]1[CH:7]=[CH:6][C:5]([NH:8][C:9](=[O:16])[CH2:10][C:11]([O:13]CC)=[O:12])=[C:4]([CH3:17])[CH:3]=1.C(=O)([O-])[O-].[K+].[K+].Br[CH2:25][CH2:26]Br.[OH-].[K+].Cl>O.CN(C)C=O>[Br:1][C:2]1[CH:7]=[CH:6][C:5]([NH:8][C:9]([C:10]2([C:11]([OH:13])=[O:12])[CH2:26][CH2:25]2)=[O:16])=[C:4]([CH3:17])[CH:3]=1 |f:1.2.3,5.6|. Reported procedure: Into a 250 milliliter Erlenmeyer flask equipped with a magnetic stirrer was added 15.0 grams (0.05 mol) of ethyl 3-[(4-bromo-2-methylphenyl)amino]-3-oxopropanoate prepared as in Example A, 16.56 grams (0.12 mol) of potassium carbonate, 150 milliliters of dimethylformamide and 5.16 milliliters (0.06 mol) of 1,2-dibromethane. The resulting mixture was stirred at ambient temperature for a period of 23 hours (liquid chromatographic analysis indicated 87 percent and 95 percent conversions after 2 and... The reactants are C(C(C)C)NC(=O)NCC(=O)OCC1=CC=CC=C1 (benzyl 2-(isobutylcarbamoylamino)acetate). The reagents and catalysts are [Pd] (Pd/C). The solvent is C(C)(C)O (isopropyl alcohol). Conditions: temperature 60 celsius, time 4 hour. The product is C(C(C)C)NC(=O)NCC(=O)O (2-(isobutylcarbamoylamino)acetic acid). Yield: 85.0%. Reaction SMILES: [CH2:1]([NH:5][C:6]([NH:8][CH2:9][C:10]([O:12]CC1C=CC=CC=1)=[O:11])=[O:7])[CH:2]([CH3:4])[CH3:3]>[Pd].C(O)(C)C>[CH2:1]([NH:5][C:6]([NH:8][CH2:9][C:10]([OH:12])=[O:11])=[O:7])[CH:2]([CH3:4])[CH3:3]. Procedure: Charge benzyl 2-(isobutylcarbamoylamino)acetate (200 g; 98.1% assay), dry Pd/C (20 g; 10% w/w), and isopropyl alcohol (2000 ml) into an autoclave. Degas under vacuum and purge with hydrogen three times. Stir at 60° C. under 50-60 psi of H2 for 4 hours. Cool the mixture to 20-30° C. and filter through diatomaceous earth and concentrate the filtrate under reduced pressure at 45-50° C. to 1-2 Vol. Add acetonitrile (1000 ml) and concentrate under reduced pressure at 45-50° C. to 2-3 Vol. Cool the mi... The reactants are CO, Cl, COC(=O)c1ccc(SC(Cn2ccnc2)c2ccccc2C(F)(F)F)cc1, [Na+], [OH-]. Yields the product Cl, O=C(O)c1ccc(SC(Cn2ccnc2)c2ccccc2C(F)(F)F)cc1. As a reaction SMILES: [CH3:32][OH:33].[ClH:31].[F:3][C:4]([c:5]1[c:6]([CH:11]([CH2:12][n:13]2[cH:14][n:15][cH:16][cH:17]2)[S:18][c:19]2[cH:20][cH:21][c:22]([C:23](=[O:24])[O:25][CH3:26])[cH:27][cH:28]2)[cH:7][cH:8][cH:9][cH:10]1)([F:29])[F:30].[Na+:2].[OH-:1]>>[ClH:31].[F:3][C:4]([c:5]1[c:6]([CH:11]([CH2:12][n:13]2[cH:14][n:15][cH:16][cH:17]2)[S:18][c:19]2[cH:20][cH:21][c:22]([C:23](=[O:24])[OH:25])[cH:27][cH:28]2)[cH:7][cH:8][cH:9][cH:10]1)([F:29])[F:30]. The reactants are Cc1ccccc1, CCc1nn(C2CCCC2)c2cc(C(O)(Cc3ccncc3)c3ccccc3)ccc12, [Na+], [OH-], O, Cc1ccc(S(=O)(=O)O)cc1. Yields the product CCc1nn(C2CCCC2)c2cc(C(=Cc3ccncc3)c3ccccc3)ccc12. RXN SMILES: [CH3:43][c:44]1[cH:45][cH:46][cH:47][cH:48][cH:49]1.[CH:1]1([n:6]2[n:7][c:8]([CH2:30][CH3:31])[c:9]3[cH:10][cH:11][c:12]([C:15]([CH2:16][c:17]4[cH:18][cH:19][n:20][cH:21][cH:22]4)([OH:23])[c:24]4[cH:25][cH:26][cH:27][cH:28][cH:29]4)[cH:13][c:14]23)[CH2:2][CH2:3][CH2:4][CH2:5]1.[Na+:52].[OH-:51].[OH2:50].[c:32]1([CH3:33])[cH:34][cH:35][c:36]([S:37]([OH:38])(=[O:39])=[O:40])[cH:41][cH:42]1>>[CH:1]1([n:6]2[n:7][c:8]([CH2:30][CH3:31])[c:9]3[cH:10][cH:11][c:12]([C:15](=[CH:16][c:17]4[cH:18][cH:19][n:20][cH:21][cH:22]4)[c:24]4[cH:25][cH:26][cH:27][cH:28][cH:29]4)[cH:13][c:14]23)[CH2:2][CH2:3][CH2:4][CH2:5]1. Yields the product C(CCCCCC)C1(C(C=C(N)C=C1)C)F (4Heptyl-4-fluoro-3-methylaniline). Procedure: To a solution of 4.10 g (3.28 mmol) of 4-fluoro-3-methylaniline in 30 mL of acetonitrile was added 7.64 g (3.93 mmol) of 4-methanesulfonyloxyheptane, and 3.4 g (4.1 mmol) of NaHCO3 (s). The mixture was stirred at reflux for 24 hours, then poured into 150 mL of H2O and extracted with diethyl ether (2×30 mL). The combined ether layers were back extracted with brine (1×30 mL), dried over MgSO4, filtered, and concentrated to an oil. This was purified via silica gel chromatography, eluting with 97.5:... Reaction SMILES: [F:1][C:2]1[CH:8]=[CH:7][C:5]([NH2:6])=[CH:4][C:3]=1[CH3:9].CS(O[CH:15]([CH2:19][CH2:20][CH3:21])[CH2:16][CH2:17][CH3:18])(=O)=O.C([O-])(O)=O.[Na+].O>C(#N)C>[CH2:18]([C:2]1([F:1])[CH:8]=[CH:7][C:5]([NH2:6])=[CH:4][CH:3]1[CH3:9])[CH2:17][CH2:16][CH2:15][CH2:19][CH2:20][CH3:21] |f:2.3|. Reactants: FC1=C(C=C(N)C=C1)C (4-fluoro-3-methylaniline), CS(=O)(=O)OC(CCC)CCC (4-methanesulfonyloxyheptane), C(=O)(O)[O-].[Na+] (NaHCO3), O (H2O). The yield is 346.4%. The solvent is C(C)#N (acetonitrile). Procedure details: 194 g of di(2-ethoxycarbonylethyl)phenyl-n-pentylsilane was added to a suspension of 18.5 g sodium hydride and 800 ml of toluene, and the mixture was stirred for 3 hours at 100 ° C. while ethanol was distilled away. After cooling, 500 ml of 20% hydrochloric acid was added to the reaction mixture to make it neutral, and then the toluene layer was concentrated to obtain 150 g of 2-ethoxycarbonyl-4-n-pentyl-4-phenyl-4-silacyclohexanone. The product is C(C)OC(=O)C1C(CC[Si](C1)(C1=CC=CC=C1)CCCCC)=O (2-ethoxycarbonyl-4-n-pentyl-4-phenyl-4-silacyclohexanone). Solvent: C(C)O (ethanol). The reactants are C(C)OC(=O)CC[Si](CCCCC)(C1=CC=CC=C1)CCC(=O)OCC (di(2-ethoxycarbonylethyl)phenyl-n-pentylsilane), [H-].[Na+] (sodium hydride), C1(=CC=CC=C1)C (toluene). The yield is 88.0%. As a reaction SMILES: [CH2:1]([O:3][C:4]([CH2:6][CH2:7][Si:8]([CH2:20][CH2:21][C:22](OCC)=[O:23])([C:14]1[CH:19]=[CH:18][CH:17]=[CH:16][CH:15]=1)[CH2:9][CH2:10][CH2:11][CH2:12][CH3:13])=[O:5])[CH3:2].[H-].[Na+].C1(C)C=CC=CC=1>C(O)C>[CH2:1]([O:3][C:4]([CH:6]1[CH2:7][Si:8]([CH2:9][CH2:10][CH2:11][CH2:12][CH3:13])([C:14]2[CH:19]=[CH:18][CH:17]=[CH:16][CH:15]=2)[CH2:20][CH2:21][C:22]1=[O:23])=[O:5])[CH3:2] |f:1.2|. Starting materials: Cc1ccccc1, O=C(Cl)Cl, Cl, NC1CCCc2sccc21. Yields the product O=C=NC1CCCc2sccc21. RXN SMILES: [CH3:16][c:17]1[cH:18][cH:19][cH:20][cH:21][cH:22]1.[Cl:12][C:13]([Cl:14])=[O:15].[ClH:1].[s:2]1[c:3]2[c:4]([cH:5][cH:6]1)[CH:7]([NH2:11])[CH2:8][CH2:9][CH2:10]2>>[s:2]1[c:3]2[c:4]([cH:5][cH:6]1)[CH:7]([N:11]=[C:13]=[O:15])[CH2:8][CH2:9][CH2:10]2. Starting materials: NC=1C=C2C(NC(C2=CC1)=O)=O (5-amino-isoindole-1,3-dione), FC1=CC=C(CC2CCN(CC2)C(C(=O)O)=O)C=C1 ([4-(4-fluoro-benzyl)-piperidin-1-yl]-oxo-acetic-acid). Solvent: C(C)OCC (diethylether). Product: O=C1NC(C2=CC(=CC=C12)NC(C(=O)N1CCC(CC1)CC1=CC=C(C=C1)F)=O)=O (N-(1,3-Dioxo-2,3-dihydro-1H-isoindol-5-yl)-2-[4-(4-fluoro-benzyl)-piperidin-1-yl]-2-oxo-acetamide). RXN SMILES: [NH2:1][C:2]1[CH:3]=[C:4]2[C:8](=[CH:9][CH:10]=1)[C:7](=[O:11])[NH:6][C:5]2=[O:12].[F:13][C:14]1[CH:31]=[CH:30][C:17]([CH2:18][CH:19]2[CH2:24][CH2:23][N:22]([C:25](=[O:29])[C:26](O)=[O:27])[CH2:21][CH2:20]2)=[CH:16][CH:15]=1>C(OCC)C>[O:11]=[C:7]1[C:8]2[C:4](=[CH:3][C:2]([NH:1][C:26](=[O:27])[C:25]([N:22]3[CH2:21][CH2:20][CH:19]([CH2:18][C:17]4[CH:16]=[CH:15][C:14]([F:13])=[CH:31][CH:30]=4)[CH2:24][CH2:23]3)=[O:29])=[CH:10][CH:9]=2)[C:5](=[O:12])[NH:6]1. Procedure: The title compound is prepared from 5-amino-isoindole-1,3-dione [Tetrahedron 54, 7485. (1998)] and [4-(4-fluoro-benzyl)-piperidin-1-yl]-oxo-acetic-acid (Example 1b) according to the method described in Example 1c. Melting Point: 226-228° C. (diethylether)